Dataset: the Open Reaction Database (ORD), a public repository of structured organic reaction records. Task: describe an organic reaction: reactants, conditions, products, and yield Reactants: O=C1Nc2cnc(Cl)nc2N2CCOCC12, O=S(=O)(OCC(F)(F)F)C(F)(F)F, [H-], [Na+], CN(C)C=O, O. Yields the product O=C1C2COCCN2c2nc(Cl)ncc2N1CC(F)(F)F. As a reaction SMILES: [Cl:1][c:2]1[n:3][c:4]2[c:9]([cH:10][n:11]1)[NH:8][C:7](=[O:12])[CH:6]1[N:5]2[CH2:16][CH2:15][O:14][CH2:13]1.[F:19][C:20]([F:21])([F:22])[S:23]([O:24][CH2:25][C:26]([F:27])([F:28])[F:29])(=[O:30])=[O:31].[H-:18].[Na+:17].[O:33]=[CH:34][N:35]([CH3:36])[CH3:37].[OH2:32]>>[Cl:1][c:2]1[n:3][c:4]2[c:9]([cH:10][n:11]1)[N:8]([CH2:25][C:26]([F:27])([F:28])[F:29])[C:7](=[O:12])[CH:6]1[N:5]2[CH2:16][CH2:15][O:14][CH2:13]1. The reactants are BrC1=C(C2=C(OC(C(O2)(F)F)(F)F)C=C1Br)[N+](=O)[O-] (6,7-dibromo-5-nitro-2,2,3,3-tetrafluoro-benzo(1.4)dioxane), C([O-])([O-])=O.[K+].[K+] (potassium carbonate), [H][H] (hydrogen). Reagents/catalysts: [C].[Pd] (palladium-carbon). Solvent: CO (methanol). Product: NC1=CC=CC=2OC(C(OC21)(F)F)(F)F (5-amino-2,2,3,3-tetrafluoro-benzo(1.4)dioxane). Yield: 77.7%. Reaction SMILES: Br[C:2]1[C:15](Br)=[CH:14][C:5]2[O:6][C:7]([F:13])([F:12])[C:8]([F:11])([F:10])[O:9][C:4]=2[C:3]=1[N+:17]([O-])=O.C(=O)([O-])[O-].[K+].[K+].[H][H]>CO.[C].[Pd]>[NH2:17][C:3]1[C:4]2[O:9][C:8]([F:10])([F:11])[C:7]([F:13])([F:12])[O:6][C:5]=2[CH:14]=[CH:15][CH:2]=1 |f:1.2.3,6.7|. Reported procedure: 62 g (150 mmol) of 6,7-dibromo-5-nitro-2,2,3,3-tetrafluoro-benzo(1.4)dioxane, 41 g (300 mmol) of potassium carbonate and 5 g of palladium-carbon (10% strength) are stirred at 50° C. and a hydrogen pressure of 90 bar in 500 ml of methanol in an autoclave for 20 hours. The reaction mixture is filtered, the filtrate is mixed with 500 ml of water and extracted thoroughly with ether, and the extract is dried over sodium sulphate and concentrated. Vacuum distillation yields 26 g (78% of theory) of 5-a... Starting materials: BrB(Br)Br, ClCCl, N#Cc1c(-c2ccc(OCc3ccccc3)cc2)csc1N. Product: N#Cc1c(-c2ccc(O)cc2)csc1N. As a reaction SMILES: [B:23]([Br:24])([Br:25])[Br:26].[Cl:27][CH2:28][Cl:29].[NH2:1][c:2]1[s:3][cH:4][c:5](-[c:9]2[cH:10][cH:11][c:12]([O:15][CH2:16][c:17]3[cH:18][cH:19][cH:20][cH:21][cH:22]3)[cH:13][cH:14]2)[c:6]1[C:7]#[N:8]>>[NH2:1][c:2]1[s:3][cH:4][c:5](-[c:9]2[cH:10][cH:11][c:12]([OH:15])[cH:13][cH:14]2)[c:6]1[C:7]#[N:8]. The reactants are S1C(=CC=C1)C1NCCNC1 (2-(2-thienyl)piperazine), ClC1=C(C=C2C(C(=CN(C2=C1)CC)C(=O)O)=O)F (7-chloro-1-ethyl-6-fluoro-1,4-dihydro-4-oxo-3-quinolinecarboxylic acid). The solvent is N1=CC=CC=C1 (pyridine). Product: C(C)N1C=C(C(C2=CC(=C(C=C12)N1CC(NCC1)C=1SC=CC1)F)=O)C(=O)O (1-Ethyl-6-fluoro-1,4-dihydro-4-oxo-7-[3-(2-thienyl)-1-piperazinyl]-3-quinolinecarboxylic acid). Isolated yield 27.5%. RXN SMILES: [S:1]1[CH:5]=[CH:4][CH:3]=[C:2]1[CH:6]1[CH2:11][NH:10][CH2:9][CH2:8][NH:7]1.Cl[C:13]1[CH:22]=[C:21]2[C:16]([C:17](=[O:28])[C:18]([C:25]([OH:27])=[O:26])=[CH:19][N:20]2[CH2:23][CH3:24])=[CH:15][C:14]=1[F:29]>N1C=CC=CC=1>[CH2:23]([N:20]1[C:21]2[C:16](=[CH:15][C:14]([F:29])=[C:13]([N:10]3[CH2:9][CH2:8][NH:7][CH:6]([C:2]4[S:1][CH:5]=[CH:4][CH:3]=4)[CH2:11]3)[CH:22]=2)[C:17](=[O:28])[C:18]([C:25]([OH:27])=[O:26])=[CH:19]1)[CH3:24]. Procedure: A mixture of 504 mg of the above piperazine, 269 mg of 7-chloro-1-ethyl-6-fluoro-1,4-dihydro-4-oxo-3-quinolinecarboxylic acid and 10 ml of pyridine was refluxed under argon for 24 hours, then cooled and evaporated under reduced pressure. The residue was triturated with ether, the solid collected, dissolved in 40% acetic acid and neutralized with 1N sodium hydroxide. The solid was collected, washed with methanol, ether and dried, giving 110 mg of the desired product, mp 232°-234° C. Starting materials: CO (methanol), [H-].[Na+] (NaH), IC (iodomethane), CC1=C(C(=C2CC3=C(NC=4C=CC=CC34)CN12)C(=O)OC)C(=O)OC (dimethyl 3-methyl-6,11-dihydro-5H-indolizino[6,7-b]indole-1,2-dicarboxylate). Solvent: CN(C)C=O (DMF). Reaction conditions: time 15 minute. The product is CC1=C(C(=C2CC3=C(N(C=4C=CC=CC34)C)CN12)C(=O)OC)C(=O)OC (dimethyl 3,6-dimethyl-6,11-dihydro-5H-indolizino[6,7-b]indole-1,2-dicarboxylate). Reaction SMILES: [H-].[Na+].[CH3:3][C:4]1[N:19]2[C:7]([CH2:8][C:9]3[C:17]4[CH:16]=[CH:15][CH:14]=[CH:13][C:12]=4[NH:11][C:10]=3[CH2:18]2)=[C:6]([C:20]([O:22][CH3:23])=[O:21])[C:5]=1[C:24]([O:26][CH3:27])=[O:25].I[CH3:29].CO>CN(C=O)C>[CH3:3][C:4]1[N:19]2[C:7]([CH2:8][C:9]3[C:17]4[CH:16]=[CH:15][CH:14]=[CH:13][C:12]=4[N:11]([CH3:29])[C:10]=3[CH2:18]2)=[C:6]([C:20]([O:22][CH3:23])=[O:21])[C:5]=1[C:24]([O:26][CH3:27])=[O:25] |f:0.1|. Reported procedure: To a suspension of NaH (0.63 g, 26.5 mmol) in dry DMF (150 ml) was added portionwise dimethyl 3-methyl-6,11-dihydro-5H-indolizino[6,7-b]indole-1,2-dicarboxylate (6 g, 17.7 mmol) at 0° C. to 5° C. After being stirred for 15 min, iodomethane (2.5 g, 17.7 mmol) was added and the reaction mixture and was stirred for additional 1 h in an ice bath. After being stirred at room temperature for 9 h, methanol was added into the reaction mixture and then evaporated to dryness in vacuo. The residue was recr... Procedure details: Using ethyl 2-chloromethyl-5-methyl-4-oxo-3,4-dihydrothieno-[2,3-d]pyrimidine-6-carboxylate and piperidin-4-one, a substitution reaction was carried out similarly to later appearing Production Example 21. Successively the reaction product was hydrolyzed similarly to Example 33, without intervening isolation of the reaction product, to provide the title compound. Starting materials: ClCC=1NC(C2=C(N1)SC(=C2C)C(=O)OCC)=O (ethyl 2-chloromethyl-5-methyl-4-oxo-3,4-dihydrothieno-[2,3-d]pyrimidine-6-carboxylate), N1CCC(CC1)=O (piperidin-4-one). The product is CC1=C(SC=2N=C(NC(C21)=O)CN2CCC(CC2)=O)C(=O)O (5-Methyl-4-oxo-2-(4-oxopiperidinomethyl)-3,4-dihydrothieno[2,3-d]-pyrimidine-6-carboxylic acid). RXN SMILES: Cl[CH2:2][C:3]1[NH:4][C:5](=[O:18])[C:6]2[C:11]([CH3:12])=[C:10]([C:13]([O:15]CC)=[O:14])[S:9][C:7]=2[N:8]=1.[NH:19]1[CH2:24][CH2:23][C:22](=[O:25])[CH2:21][CH2:20]1>>[CH3:12][C:11]1[C:6]2[C:5](=[O:18])[NH:4][C:3]([CH2:2][N:19]3[CH2:24][CH2:23][C:22](=[O:25])[CH2:21][CH2:20]3)=[N:8][C:7]=2[S:9][C:10]=1[C:13]([OH:15])=[O:14]. Procedure: 3.2 g (11.5 mmol) of {4-[(6-chloro-1H-pyrrolo[2,3-b]pyridin-4-yl)oxy]-3-fluoro-phenyl}amine (from example XXXI) are dissolved in ethanol at 50° C. The solution is then allowed to cool to RT, and 2.45 g (2.30 mmol) of 10% palladium on activated carbon are added. The mixture is hydrogenated overnight under a hydrogen pressure of 2 bar. The palladium is then filtered off with suction through kieselguhr and washed with ethanol, and the filtrate is concentrated. The solvent is C(C)O (ethanol). The reactants are ClC1=CC(=C2C(=N1)NC=C2)OC2=C(C=C(C=C2)N)F ({4-[(6-chloro-1H-pyrrolo[2,3-b]pyridin-4-yl)oxy]-3-fluoro-phenyl}amine). Reagents/catalysts: [Pd] (palladium on activated carbon). Product: FC=1C=C(N)C=CC1OC1=C2C(=NC=C1)NC=C2 (3-Fluoro-4-(1H-pyrrolo[2,3-b]pyridin-4-yloxy)aniline). Reaction conditions: time 8 hour. Reaction SMILES: Cl[C:2]1[N:7]=[C:6]2[NH:8][CH:9]=[CH:10][C:5]2=[C:4]([O:11][C:12]2[CH:17]=[CH:16][C:15]([NH2:18])=[CH:14][C:13]=2[F:19])[CH:3]=1>C(O)C.[Pd]>[F:19][C:13]1[CH:14]=[C:15]([CH:16]=[CH:17][C:12]=1[O:11][C:4]1[CH:3]=[CH:2][N:7]=[C:6]2[NH:8][CH:9]=[CH:10][C:5]=12)[NH2:18].